describe an organic reaction: reactants, conditions, products, and yield From a dataset of the Open Reaction Database (ORD), a public repository of structured organic reaction records. The reactants are CCOC=C(C(=O)OCC)C(=O)OCC, CC(C)O, Nc1ccc[nH]c1=O. Product: CCOC(=O)C(=CNc1ccc[nH]c1=O)C(=O)OCC. Reaction SMILES: [CH2:9]([O:10][CH:12]=[C:13]([C:14](=[O:15])[O:16][CH2:17][CH3:18])[C:19](=[O:20])[O:21][CH2:22][CH3:23])[CH3:11].[CH:24]([OH:25])([CH3:26])[CH3:27].[NH2:1][c:2]1[c:3](=[O:8])[nH:4][cH:5][cH:6][cH:7]1>>[NH:1]([c:2]1[c:3](=[O:8])[nH:4][cH:5][cH:6][cH:7]1)[CH:12]=[C:13]([C:14](=[O:15])[O:16][CH2:17][CH3:18])[C:19](=[O:20])[O:21][CH2:22][CH3:23]. Starting materials: C(C1=CC=CC=C1)N1CCC(CC1)(O)C1=C(C=CC=C1)OCC1=CC=CC=C1 (1-benzyl-4-(2-benzyloxyphenyl)-4-piperidinol). Reagents/catalysts: [C+4].[OH-].[Pd+2].[OH-].[OH-].[OH-].[OH-].[OH-] (palladium hydroxide carbon). The solvent is CO (methanol). Run at time 6 hour. Yields the product OC1=C(C=CC=C1)C1(CCNCC1)O (4-(2-hydroxyphenyl)-4-piperidinol). Isolated yield 108.3%. Reaction SMILES: C([N:8]1[CH2:13][CH2:12][C:11]([C:15]2[CH:20]=[CH:19][CH:18]=[CH:17][C:16]=2[O:21]CC2C=CC=CC=2)([OH:14])[CH2:10][CH2:9]1)C1C=CC=CC=1>CO.[C+4].[OH-].[Pd+2].[OH-].[OH-].[OH-].[OH-].[OH-]>[OH:21][C:16]1[CH:17]=[CH:18][CH:19]=[CH:20][C:15]=1[C:11]1([OH:14])[CH2:10][CH2:9][NH:8][CH2:13][CH2:12]1 |f:2.3.4.5.6.7.8.9|. Procedure details: In 100 mL of methanol was dissolved 12 g (32 mmol) of 1-benzyl-4-(2-benzyloxyphenyl)-4-piperidinol. To the resulting solution was added 3 g of 20% palladium hydroxide carbon and the resulting mixture was subjected to catalytic reduction at room temperature for 6 hours under 4 atmospheric pressure. After completion of the reaction, the catalyst was filtered off and the filtrate was concentrated under reduced pressure, whereby 6.7 g (yield: 100%) of 4-(2-hydroxyphenyl)-4-piperidinol was obtained.